Task: describe an organic reaction: reactants, conditions, products, and yield. Dataset: the Open Reaction Database (ORD), a public repository of structured organic reaction records Reactants: N#Cc1cc2c(Oc3ccc(NC(=O)Nc4nccs4)c(F)c3)ccnc2cc1OCC1CO1, C1CCNC1, C1CCOC1. Product: N#Cc1cc2c(Oc3ccc(NC(=O)Nc4nccs4)c(F)c3)ccnc2cc1OCC(O)CN1CCCC1. Reaction SMILES: [C:6](#[N:7])[c:8]1[cH:9][c:10]2[c:11]([O:23][c:24]3[cH:25][c:26]([F:39])[c:27]([NH:30][C:31](=[O:32])[NH:33][c:34]4[s:35][cH:36][cH:37][n:38]4)[cH:28][cH:29]3)[cH:12][cH:13][n:14][c:15]2[cH:16][c:17]1[O:18][CH2:19][CH:20]1[O:21][CH2:22]1.[CH2:1]1[CH2:2][CH2:3][NH:4][CH2:5]1.[O:40]1[CH2:41][CH2:42][CH2:43][CH2:44]1>>[CH2:1]1[CH2:2][CH2:3][N:4]([CH2:22][CH:20]([CH2:19][O:18][c:17]2[c:8]([C:6]#[N:7])[cH:9][c:10]3[c:11]([O:23][c:24]4[cH:25][c:26]([F:39])[c:27]([NH:30][C:31](=[O:32])[NH:33][c:34]5[s:35][cH:36][cH:37][n:38]5)[cH:28][cH:29]4)[cH:12][cH:13][n:14][c:15]3[cH:16]2)[OH:21])[CH2:5]1. Reactants: CN(C)C=O, Cl, CCI, [Na+], [Na+], O=C([O-])[O-], CC(c1ccc2nnn(O)c2c1)n1ccnc1. Yields the product CCOn1nnc2ccc(C(C)n3ccnc3)cc21. Reaction SMILES: [CH3:28][N:29]([CH3:30])[CH:31]=[O:32].[ClH:1].[I:19][CH2:20][CH3:21].[Na+:22].[Na+:23].[O-:24][C:25](=[O:26])[O-:27].[n:2]1([CH:7]([CH3:8])[c:9]2[cH:10][cH:11][c:12]3[c:13]([n:14]([OH:17])[n:15][n:16]3)[cH:18]2)[cH:3][n:4][cH:5][cH:6]1>>[n:2]1([CH:7]([CH3:8])[c:9]2[cH:10][cH:11][c:12]3[c:13]([n:14]([O:17][CH2:20][CH3:21])[n:15][n:16]3)[cH:18]2)[cH:3][n:4][cH:5][cH:6]1. Reactants: ClC1=NC=CC(=N1)C1=C(N=C2N1C=CC=C2)C=2C=C(C(=O)NC1=C(C=CC=C1F)F)C=CC2 (3-[3-(2-chloro-4-pyrimidinyl)imidazo[1,2-a]pyridin-2-yl]-N-(2,6-difluorophenyl)-benzamide), N1(CCCCC1)C1CCN(CC1)C1=CC(=C(N)C=C1)C (4-(1,4′-bipiperidin-1′-yl)-2-(methyl)aniline), O.C1(=CC=C(C=C1)S(=O)(=O)O)C (p-toluenesulfonic acid monohydrate), CCOCC (ether). Run in CC(C)O (iPrOH), C(Cl)Cl (DCM). Conditions: temperature 175 celsius, time 2 day. Yields the product N1(CCCCC1)C1CCN(CC1)C1=CC(=C(C=C1)NC1=NC=CC(=N1)C1=C(N=C2N1C=CC=C2)C=2C=C(C(=O)NC1=C(C=CC=C1F)F)C=CC2)C (3-[3-(2-{[4-(1,4′-bipiperidin-1′-yl)-2-methylphenyl]amino}-4-pyrimidinyl)-imidazo[1,2-a]pyridin-2-yl]-N-(2,6-difluorophenyl)benzamide), crystals. Isolated yield 13.2%. As a reaction SMILES: Cl[C:2]1[N:7]=[C:6]([C:8]2[N:12]3[CH:13]=[CH:14][CH:15]=[CH:16][C:11]3=[N:10][C:9]=2[C:17]2[CH:18]=[C:19]([CH:31]=[CH:32][CH:33]=2)[C:20]([NH:22][C:23]2[C:28]([F:29])=[CH:27][CH:26]=[CH:25][C:24]=2[F:30])=[O:21])[CH:5]=[CH:4][N:3]=1.[N:34]1([CH:40]2[CH2:45][CH2:44][N:43]([C:46]3[CH:52]=[CH:51][C:49]([NH2:50])=[C:48]([CH3:53])[CH:47]=3)[CH2:42][CH2:41]2)[CH2:39][CH2:38][CH2:37][CH2:36][CH2:35]1.O.C1(C)C=CC(S(O)(=O)=O)=CC=1.CCOCC>CC(O)C.C(Cl)Cl>[N:34]1([CH:40]2[CH2:45][CH2:44][N:43]([C:46]3[CH:52]=[CH:51][C:49]([NH:50][C:2]4[N:7]=[C:6]([C:8]5[N:12]6[CH:13]=[CH:14][CH:15]=[CH:16][C:11]6=[N:10][C:9]=5[C:17]5[CH:18]=[C:19]([CH:31]=[CH:32][CH:33]=5)[C:20]([NH:22][C:23]5[C:24]([F:30])=[CH:25][CH:26]=[CH:27][C:28]=5[F:29])=[O:21])[CH:5]=[CH:4][N:3]=4)=[C:48]([CH3:53])[CH:47]=3)[CH2:42][CH2:41]2)[CH2:35][CH2:36][CH2:37][CH2:38][CH2:39]1 |f:2.3|. Reported procedure: To 3-[3-(2-chloro-4-pyrimidinyl)imidazo[1,2-a]pyridin-2-yl]-N-(2,6-difluorophenyl)-benzamide (Intermediate Example 1) (120 mg, 0.25 mmol) and 4-(1,4′-bipiperidin-1′-yl)-2-(methyl)aniline (68 mg, 0.25 mmol) in iPrOH (2 mL) in a microwave vial was added p-toluenesulfonic acid monohydrate (110 mg, 0.60 mmol). The reaction was heated in a microwave at 175° C. for 800 seconds. After cooling to rt, the solvent was removed on a rotovap and the residue taken up in DCM. Silica gel was added and the solve... Starting materials: CC(=O)C (acetone), CC1([C@@H](N2[C@H](S1)[C@@H](C2=O)N3C(=O)[C@H](NC3(C)C)C=4C=CC=CC4)C(=O)O)C (hetacillin). Product: CC1([C@@H](N2[C@H](S1)[C@@H](C2=O)NC(=O)[C@@H](C=3C=CC(=CC3)O)N)C(=O)O)C (amoxicillin), title compound. Reaction SMILES: [CH3:1][C:2]1([CH3:27])[S:6][C@@H:5]2[C@H:7]([N:10]3C(C)(C)[NH:14][C@H:13]([C:18]4[CH:19]=[CH:20][CH:21]=[CH:22][CH:23]=4)[C:11]3=[O:12])[C:8](=[O:9])[N:4]2[C@H:3]1[C:24]([OH:26])=[O:25].CC(C)=[O:30]>>[CH3:27][C:2]1([CH3:1])[S:6][C@@H:5]2[C@H:7]([NH:10][C:11]([C@H:13]([NH2:14])[C:18]3[CH:23]=[CH:22][C:21]([OH:30])=[CH:20][CH:19]=3)=[O:12])[C:8](=[O:9])[N:4]2[C@H:3]1[C:24]([OH:26])=[O:25]. Procedure details: The procedure of Example 1 was repeated with the substitution for the hetacillin therein of an equimolar weight of heta-amoxicillin (also called p-hydroxyhetacillin or the acetone adduct of amoxicillin) to produce the title compound. The product appeared by NMR to be 85-90% pure with respect to the acetone adduct group. Starting materials: CCN1CCCC(O)C1, COc1ccc(-c2sc3cc(OC)ccc3c2C(=O)c2ccc(O)cc2)cc1, CCOC(=O)N=NC(=O)OCC, c1ccc(P(c2ccccc2)c2ccccc2)cc1. Product: CCN1CCCC(Oc2ccc(C(=O)c3c(-c4ccc(OC)cc4)sc4cc(OC)ccc34)cc2)C1. As a reaction SMILES: [CH2:29]([CH3:30])[N:31]1[CH2:32][CH:33]([OH:37])[CH2:34][CH2:35][CH2:36]1.[CH3:1][O:2][c:3]1[cH:4][cH:5][c:6]2[c:7]([s:8][c:9](-[c:20]3[cH:21][cH:22][c:23]([O:26][CH3:27])[cH:24][cH:25]3)[c:10]2[C:11]([c:12]2[cH:13][cH:14][c:15]([OH:18])[cH:16][cH:17]2)=[O:19])[cH:28]1.[O:57]=[C:58]([O:59][CH2:60][CH3:61])[N:62]=[N:63][C:64]([O:65][CH2:66][CH3:67])=[O:68].[c:38]1([P:39]([c:40]2[cH:41][cH:42][cH:43][cH:44][cH:45]2)[c:46]2[cH:47][cH:48][cH:49][cH:50][cH:51]2)[cH:52][cH:53][cH:54][cH:55][cH:56]1>>[CH3:1][O:2][c:3]1[cH:4][cH:5][c:6]2[c:7]([s:8][c:9](-[c:20]3[cH:21][cH:22][c:23]([O:26][CH3:27])[cH:24][cH:25]3)[c:10]2[C:11]([c:12]2[cH:13][cH:14][c:15]([O:18][CH:33]3[CH2:32][N:31]([CH2:29][CH3:30])[CH2:36][CH2:35][CH2:34]3)[cH:16][cH:17]2)=[O:19])[cH:28]1.